From a dataset of the Open Reaction Database (ORD), a public repository of structured organic reaction records. describe an organic reaction: reactants, conditions, products, and yield The reactants are CN(CCN1C(=O)C=2C=C(C=3NC4=CC=C(C=C4C3C2C1=O)OCC1=CC=CC=C1)OCC)C (N-(2-dimethylaminoethyl)-6-benzyloxy-1-ethoxycarbazole-3,4-dicarboximide), [H][H] (hydrogen). The reagents and catalysts are [C].[Pd] (palladium-carbon). Run in C(C)(=O)O (acetic acid). The product is CN(CCN1C(=O)C=2C=C(C=3NC4=CC=C(C=C4C3C2C1=O)O)OCC)C (N-(2-dimethylaminoethyl)-1-ethoxy-6-hydroxycarbazole-3,4-dicarboximide). Isolated yield 80.3%. As a reaction SMILES: [CH3:1][N:2]([CH3:34])[CH2:3][CH2:4][N:5]1[C:21](=[O:22])[C:20]2[C:19]3[C:18]4[C:13](=[CH:14][CH:15]=[C:16]([O:23]CC5C=CC=CC=5)[CH:17]=4)[NH:12][C:11]=3[C:10]([O:31][CH2:32][CH3:33])=[CH:9][C:8]=2[C:6]1=[O:7].[H][H]>C(O)(=O)C.[C].[Pd]>[CH3:1][N:2]([CH3:34])[CH2:3][CH2:4][N:5]1[C:21](=[O:22])[C:20]2[C:19]3[C:18]4[C:13](=[CH:14][CH:15]=[C:16]([OH:23])[CH:17]=4)[NH:12][C:11]=3[C:10]([O:31][CH2:32][CH3:33])=[CH:9][C:8]=2[C:6]1=[O:7] |f:3.4|. Reported procedure: In 10 ml of acetic acid was dissolved 31 mg of N-(2-dimethylaminoethyl)-6-benzyloxy-1-ethoxycarbazole-3,4-dicarboximide. Thereto was added 30 mg of 5% palladium-carbon. The mixture was subjected to catalytic reduction in a hydrogen atmosphere at room temperature at atmospheric pressure. The resulting insoluble material was removed by filtration. The filtrate was subjected to distillation under reduced pressure to remove the solvent. The residue was mixed with 50 ml of ethyl acetate and 50 ml of ...